Dataset: the Open Reaction Database (ORD), a public repository of structured organic reaction records. Task: describe an organic reaction: reactants, conditions, products, and yield As a reaction SMILES: [C:30](=[O:31])([O-:32])[O-:33].[Ca+2:34].[Cl:1][c:2]1[n:3][cH:4][n:5](-[c:16]2[cH:17][cH:18][c:19]([S:22](=[O:23])(=[O:24])[NH:25][P:26]([OH:27])([OH:28])=[O:29])[cH:20][cH:21]2)[c:6]1-[c:7]1[cH:8][c:9]([F:15])[c:10]([O:13][CH3:14])[cH:11][cH:12]1.[OH2:35]>>[Ca+2:34].[Cl:1][c:2]1[n:3][cH:4][n:5](-[c:16]2[cH:17][cH:18][c:19]([S:22](=[O:23])(=[O:24])[NH:25][P:26](=[O:27])([O-:28])[O-:29])[cH:20][cH:21]2)[c:6]1-[c:7]1[cH:8][c:9]([F:15])[c:10]([O:13][CH3:14])[cH:11][cH:12]1. The reactants are O=C([O-])[O-], [Ca+2], COc1ccc(-c2c(Cl)ncn2-c2ccc(S(=O)(=O)NP(=O)(O)O)cc2)cc1F, O. Yields the product [Ca+2], COc1ccc(-c2c(Cl)ncn2-c2ccc(S(=O)(=O)NP(=O)([O-])[O-])cc2)cc1F. The reactants are O=C([O-])O, CCO, Cl, NO, [Na+], N#Cc1ccc2[nH]c(CO)cc2c1. Product: N=C(NO)c1ccc2[nH]c(CO)cc2c1. Reaction SMILES: [C:4](=[O:5])([OH:6])[O-:7].[CH3:22][CH2:23][OH:24].[ClH:1].[NH2:2][OH:3].[Na+:8].[OH:9][CH2:10][c:11]1[nH:12][c:13]2[cH:14][cH:15][c:16]([C:20]#[N:21])[cH:17][c:18]2[cH:19]1>>[NH:2]([OH:3])[C:20]([c:16]1[cH:15][cH:14][c:13]2[nH:12][c:11]([CH2:10][OH:9])[cH:19][c:18]2[cH:17]1)=[NH:21]. Starting materials: C(CC(=O)C)(=O)N[C@@H](CC(=O)O)C(=O)O (N-acetoacetyl-L-aspartic acid), C(C)(=O)[O-].[Mg+2].C(C)(=O)[O-] (magnesium acetate), C(C)(=O)OC(C)=O (acetic anhydride). Procedure: 21.72 parts of N-acetoacetyl-L-aspartic acid, 0.14 parts of magnesium acetate, and 9.5 parts by volume of acetic anhydride were mixed with 200 parts by volume of ethyl acetate and heated at 55±2° C. under argon for 24 hours. The solvent is C(C)(=O)OCC (ethyl acetate). Run at temperature 55 celsius. Product: C(CC(=O)C)(=O)N[C@H]1CC(=O)OC1=O (N-Acetoacetyl-L-Aspartic Anhydride). As a reaction SMILES: [C:1]([NH:7][C@H:8]([C:13]([OH:15])=[O:14])[CH2:9][C:10]([OH:12])=O)(=[O:6])[CH2:2][C:3]([CH3:5])=[O:4].C([O-])(=O)C.[Mg+2].C([O-])(=O)C.C(OC(=O)C)(=O)C>C(OCC)(=O)C>[C:1]([NH:7][C@@H:8]1[C:13](=[O:14])[O:15][C:10](=[O:12])[CH2:9]1)(=[O:6])[CH2:2][C:3]([CH3:5])=[O:4] |f:1.2.3|. Reactants: C(C)(C)C1=CC=C(C=C1)C1=NC(=NC(=C1C(C(=O)OC)CCC)C)N1CCCCC1 (methyl 2-(4-(4-isopropylphenyl)-6-methyl-2-(piperidin-1-yl)pyrimidin-5-yl)pentanoate), [OH-].[Na+] (sodium hydroxide). Run in CO (methanol). Product: C(C)(C)C1=CC=C(C=C1)C1=NC(=NC(=C1C(C(=O)O)CCC)C)N1CCCCC1 (2-(4-(4-isopropylphenyl)-6-methyl-2-(piperidin-1-yl)pyrimidin-5-yl)pentanoic acid). The yield is 75.4%. RXN SMILES: [CH:1]([C:4]1[CH:9]=[CH:8][C:7]([C:10]2[C:15]([CH:16]([CH2:21][CH2:22][CH3:23])[C:17]([O:19]C)=[O:18])=[C:14]([CH3:24])[N:13]=[C:12]([N:25]3[CH2:30][CH2:29][CH2:28][CH2:27][CH2:26]3)[N:11]=2)=[CH:6][CH:5]=1)([CH3:3])[CH3:2].[OH-].[Na+]>CO>[CH:1]([C:4]1[CH:9]=[CH:8][C:7]([C:10]2[C:15]([CH:16]([CH2:21][CH2:22][CH3:23])[C:17]([OH:19])=[O:18])=[C:14]([CH3:24])[N:13]=[C:12]([N:25]3[CH2:26][CH2:27][CH2:28][CH2:29][CH2:30]3)[N:11]=2)=[CH:6][CH:5]=1)([CH3:2])[CH3:3] |f:1.2|. Procedure details: This compound was prepared according to general method D from methyl 2-(4-(4-isopropylphenyl)-6-methyl-2-(piperidin-1-yl)pyrimidin-5-yl)pentanoate (0.074 g; 0.181 mmol), sodium hydroxide 10N (0.200 mL; 2.00 mmol) in methanol (2 mL) at 60° C. for 18 h furnished 0.054 g (73%) of the title compound as a white solid. Starting materials: tert.-butoxyhypochloride, COC([C@@H](NC(COC1=CC=C(C=C1)Cl)=O)C(C)C)=O (N-(p-chlorophenoxy)acetyl-L-valine methyl ester), CC(C)([O-])C.[K+] (potassium tert.-butoxide). The solvent is C1(=CC=CC=C1)C (toluene). Conditions: time 30 minute. Yields the product COC([C@@H](N(Cl)C(COC1=CC=C(C=C1)Cl)=O)C(C)C)=O (N-(p-chlorophenoxy)acetyl-N-chloro-L-valine methyl ester). Reaction SMILES: [CH3:1][O:2][C:3](=[O:20])[C@H:4]([CH:17]([CH3:19])[CH3:18])[NH:5][C:6](=[O:16])[CH2:7][O:8][C:9]1[CH:14]=[CH:13][C:12]([Cl:15])=[CH:11][CH:10]=1.C(O[ClH:26][O-])(C)(C)C.CC(C)([O-])C.[K+]>C1(C)C=CC=CC=1>[CH3:1][O:2][C:3](=[O:20])[C@H:4]([CH:17]([CH3:18])[CH3:19])[N:5]([C:6](=[O:16])[CH2:7][O:8][C:9]1[CH:10]=[CH:11][C:12]([Cl:15])=[CH:13][CH:14]=1)[Cl:26] |f:2.3|. Procedure: After the reaction was completed, the mixture was extracted twice with ethyl ether to eliminate the unreacted acid chloride, and the extracted aqueous phase was acidified with hydrochloric acid to precipitate a product, which was then extracted three times with ethyl acetate, the extract was evaporated to dryness, and the residue was recrystallized from ethyl acetate/benzene/hexane to obtain a color-less crystal of N-(p-chlorophenoxy)acetyl-L-valine. 10 m moles of the crystalline compound was th... Reactants: C1(=CC=C(C=C1)C=1N=C2C(=NC1C1=CC=C(C=C1)C)N(CCC2)C(=O)OC(C)(C)C)C (tert-butyl 2,3-dip-tolyl-7,8-dihydropyrido[2,3-b]pyrazine-5(6H)-carboxylate), BrN1C(CCC1=O)=O (N-bromosuccinimide), C(CCCCCCCCCCC)(=O)OOC(CCCCCCCCCCC)=O (lauroyl peroxide). Solvent: C(Cl)(Cl)Cl (chloroform). Yields the product BrC1CCN(C2=NC(=C(N=C21)C2=CC=C(C=C2)C)C2=CC=C(C=C2)C)C(=O)OC(C)(C)C (rac-tert-Butyl 8-bromo-2,3-dip-tolyl-7,8-dihydropyrido[2,3-b]pyrazine-5(6H)-carboxylate). As a reaction SMILES: [C:1]1([CH3:31])[CH:6]=[CH:5][C:4]([C:7]2[N:8]=[C:9]3[CH2:23][CH2:22][CH2:21][N:20]([C:24]([O:26][C:27]([CH3:30])([CH3:29])[CH3:28])=[O:25])[C:10]3=[N:11][C:12]=2[C:13]2[CH:18]=[CH:17][C:16]([CH3:19])=[CH:15][CH:14]=2)=[CH:3][CH:2]=1.[Br:32]N1C(=O)CCC1=O.C(OOC(=O)CCCCCCCCCCC)(=O)CCCCCCCCCCC>C(Cl)(Cl)Cl>[Br:32][CH:23]1[C:9]2[C:10](=[N:11][C:12]([C:13]3[CH:18]=[CH:17][C:16]([CH3:19])=[CH:15][CH:14]=3)=[C:7]([C:4]3[CH:3]=[CH:2][C:1]([CH3:31])=[CH:6][CH:5]=3)[N:8]=2)[N:20]([C:24]([O:26][C:27]([CH3:28])([CH3:30])[CH3:29])=[O:25])[CH2:21][CH2:22]1. Procedure details: To a stirred solution of tert-butyl 2,3-dip-tolyl-7,8-dihydropyrido[2,3-b]pyrazine-5(6H)-carboxylate (stepl) (530 mg, 1.275 mmol) in chloroform (10 ml) was added N-bromosuccinimide (272 mg, 1.531 mmol) followed by lauroyl peroxide (50.8 mg, 0.128 mmol) and the mixture was heated to reflux for 1 hour. The solvent was concentrated in vacuo. The crude product was purified by chromatography on silica eluting with 0-50% EtOAc in iso-hexane to afford the title compound which was used directly into the...